Dataset: the Open Reaction Database (ORD), a public repository of structured organic reaction records. Task: describe an organic reaction: reactants, conditions, products, and yield Solvent: O (water). The reactants are [OH-].[Na+] (sodium hydroxide), C(C=C)(=O)O (acrylic acid). As a reaction SMILES: [OH-].[Na+:2].[C:3]([OH:7])(=[O:6])[CH:4]=[CH2:5]>O>[C:3]([OH:7])(=[O:6])[CH:4]=[CH2:5].[C:3]([O-:7])(=[O:6])[CH:4]=[CH2:5].[Na+:2] |f:0.1,4.5.6|. Procedure details: A 38.8% by weight acrylic acid/sodium acrylate solution was prepared by continuously mixing water, 50% by weight sodium hydroxide solution and acrylic acid, such that the degree of neutralization was 71.3 mol %. The solids content of the monomer solution was 38.8% by weight. After the components had been mixed, the monomer solution was cooled continuously to a temperature of 29° C. by means of a heat exchanger and degassed with nitrogen. Run at temperature 29 celsius. The product is C(C=C)(=O)O.C(C=C)(=O)[O-].[Na+] (acrylic acid sodium acrylate). Reported procedure: A solution of 2,2,2-trichloro-1-{10-[(2,2′-dimethyl-1,1′-biphenyl-4-yl)carbonyl]-10,11-dihydro-5H-pyrrolo[2,1-c][1,4]benzodiazepin-3-yl}ethanone of Example 6 (2 mmol), α-methylbenzylamine (4.2 mmol) in dimethylsulfoxide (7 mmol) and acetonitrile (15 mL) was stirred at 80° C. for 18 hours. The solvents were evaporated and the residue was dissolved in dichloromethane, washed with water, dried over anhydrous sodium sulfate and evaporated. The compound was purified by HPLC (normal phase, Luna® CN bo... Yields the product CC1=C(C=CC(=C1)C(=O)N1CC=2N(CC3=C1C=CC=C3)C(=CC2)C(=O)NC(C)C2=CC=CC=C2)C2=C(C=CC=C2)C (10-[(2,2′-DIMETHYL-1,1′-BIPHENYL-4-YL)CARBONYL]-N-(1-PHENYLETHYL)-10,11-DIHYDRO-5H-PYRROLO[2,1-C][1,4]BENZODIAZEPINE-3-CARBOXAMIDE). Starting materials: ClC(C(=O)C1=CC=C2CN(C3=C(CN21)C=CC=C3)C(=O)C3=CC(=C(C=C3)C3=C(C=CC=C3)C)C)(Cl)Cl (2,2,2-Trichloro-1-{10-[(2,2′-dimethyl-1,1′-biphenyl-4-yl)carbonyl]-10,11-dihydro-5H-pyrrolo[2,1-c][1,4]benzodiazepin-3-yl}ethanone), CC(C1=CC=CC=C1)N (α-methylbenzylamine), CS(=O)C (dimethylsulfoxide). Run in C(C)#N (acetonitrile). As a reaction SMILES: ClC(Cl)(Cl)[C:3]([C:5]1[N:14]2[C:8]([CH2:9][N:10]([C:19]([C:21]3[CH:26]=[CH:25][C:24]([C:27]4[CH:32]=[CH:31][CH:30]=[CH:29][C:28]=4[CH3:33])=[C:23]([CH3:34])[CH:22]=3)=[O:20])[C:11]3[CH:18]=[CH:17][CH:16]=[CH:15][C:12]=3[CH2:13]2)=[CH:7][CH:6]=1)=[O:4].[CH3:37][CH:38]([NH2:45])[C:39]1[CH:44]=[CH:43][CH:42]=[CH:41][CH:40]=1.CS(C)=O>C(#N)C>[CH3:34][C:23]1[CH:22]=[C:21]([C:19]([N:10]2[C:11]3[CH:18]=[CH:17][CH:16]=[CH:15][C:12]=3[CH2:13][N:14]3[C:5]([C:3]([NH:45][CH:38]([C:39]4[CH:44]=[CH:43][CH:42]=[CH:41][CH:40]=4)[CH3:37])=[O:4])=[CH:6][CH:7]=[C:8]3[CH2:9]2)=[O:20])[CH:26]=[CH:25][C:24]=1[C:27]1[CH:32]=[CH:31][CH:30]=[CH:29][C:28]=1[CH3:33].